Dataset: the Open Reaction Database (ORD), a public repository of structured organic reaction records. Task: describe an organic reaction: reactants, conditions, products, and yield The reactants are [Br-], [Mg+]CC1OCCO1, C1CCOC1, O=Cc1ccncc1. The product is OC(CC1OCCO1)c1ccncc1. As a reaction SMILES: [Br-:9].[O:10]1[CH:11]([CH2:15][Mg+:16])[O:12][CH2:13][CH2:14]1.[O:17]1[CH2:18][CH2:19][CH2:20][CH2:21]1.[n:1]1[cH:2][cH:3][c:4]([CH:7]=[O:8])[cH:5][cH:6]1>>[n:1]1[cH:2][cH:3][c:4]([CH:7]([OH:8])[CH2:15][CH:11]2[O:10][CH2:14][CH2:13][O:12]2)[cH:5][cH:6]1. Starting materials: C(=O)(OCC)CCCOC1=C(C(=O)N2CC(CC2)(CCO)C2=CC=CC=C2)C=C(C=C1)N1N=NN=C1 (1-(2-(3-carboethoxypropyloxy)-5-(1H-tetrazol-1-yl)benzoyl)-3-phenyl-3-(2-hydroxyethyl)pyrrolidine), C(C)(C)N(C(C)C)CC (N,N,-diisopropylethylamine), CS(=O)(=O)Cl (methanesulfonyl chloride). The solvent is ClCCl (dichloromethane), ClCCl (dichloromethane). Conditions: time 2 hour. The product is C(=O)(OCC)CCCOC1=C(C(=O)N2CC(CC2)(CCOS(=O)(=O)C)C2=CC=CC=C2)C=C(C=C1)N1N=NN=C1 (1-(2-(3-carboethoxypropyloxy)-5-(1H-tetrazol-1-yl)benzoyl)-3-phenyl-3-(2-methanesulfonyloxyethyl)pyrrolidine). RXN SMILES: [C:1]([CH2:6][CH2:7][CH2:8][O:9][C:10]1[CH:31]=[CH:30][C:29]([N:32]2[CH:36]=[N:35][N:34]=[N:33]2)=[CH:28][C:11]=1[C:12]([N:14]1[CH2:18][CH2:17][C:16]([C:22]2[CH:27]=[CH:26][CH:25]=[CH:24][CH:23]=2)([CH2:19][CH2:20][OH:21])[CH2:15]1)=[O:13])([O:3][CH2:4][CH3:5])=[O:2].C(N(CC)C(C)C)(C)C.[CH3:46][S:47](Cl)(=[O:49])=[O:48]>ClCCl>[C:1]([CH2:6][CH2:7][CH2:8][O:9][C:10]1[CH:31]=[CH:30][C:29]([N:32]2[CH:36]=[N:35][N:34]=[N:33]2)=[CH:28][C:11]=1[C:12]([N:14]1[CH2:18][CH2:17][C:16]([C:22]2[CH:27]=[CH:26][CH:25]=[CH:24][CH:23]=2)([CH2:19][CH2:20][O:21][S:47]([CH3:46])(=[O:49])=[O:48])[CH2:15]1)=[O:13])([O:3][CH2:4][CH3:5])=[O:2]. Reported procedure: Combine 1-(2-(3-carboethoxypropyloxy)-5-(1H-tetrazol-1-yl)benzoyl)-3-phenyl-3-(2-hydroxyethyl)pyrrolidine (0.15 g, 0.3 mmol) and dichloromethane (5 mL). Cool in an ice bath. Add N,N,-diisopropylethylamine (0.12 mL, 86.5 mg, 0.67 mmol), and methanesulfonyl chloride (0.035 mL, 52 mg, 0.46 mmol). After 2 hours, dilute the reaction mixture with dichloromethane and extract with aqueous 1 M hydrochloric acid solution, water, and then a saturated aqueous solution of sodium bicarbonate. Dry the organic ... Reactants: Cl.OCCNCC1=C(C(=CC=C1)Cl)Cl (N-hydroxyethyl-2,3-dichlorobenzylamine hydrochloride), [Cl-].[Al+3].[Cl-].[Cl-] (aluminum chloride), [Cl-].[Al+3].[Cl-].[Cl-] (aluminum chloride). Yields the product Cl.ClC1=CC=C2CCNCC2=C1Cl (7,8-dichloro-1,2,3,4-tetrahydroisoquinoline hydrochloride). Yield: 174.2%. RXN SMILES: Cl.O[CH2:3][CH2:4][NH:5][CH2:6][C:7]1[CH:12]=[CH:11][CH:10]=[C:9]([Cl:13])[C:8]=1[Cl:14].[Cl-].[Al+3].[Cl-].[Cl-]>>[ClH:13].[Cl:13][C:9]1[C:8]([Cl:14])=[C:7]2[C:12]([CH2:3][CH2:4][NH:5][CH2:6]2)=[CH:11][CH:10]=1 |f:0.1,2.3.4.5,6.7|. Reported procedure: A mixture of 2.0 g (7.8 mm) of N-hydroxyethyl-2,3-dichlorobenzylamine hydrochloride and 5 g (37.5 mm) of aluminum chloride was reacted as above with the aluminum chloride additions at 0 time, 2 g; 1/2 hour, 1 g and 11/4 hour, 2 g to give 1.62 g (87.1%) of 7,8-dichloro-1,2,3,4-tetrahydroisoquinoline hydrochloride which is 97.93% pure by gas liquid chromatography. Starting materials: [Al+3], COC(=O)C(=O)Cl, [Cl-], [Cl-], [Cl-], ClCCl, O, Oc1cccc2ccccc12. Product: COC(=O)C(=O)c1ccc(O)c2ccccc12. RXN SMILES: [Al+3:2].[CH3:5][O:6][C:7]([C:8](=[O:9])[Cl:10])=[O:11].[Cl-:1].[Cl-:3].[Cl-:4].[Cl:24][CH2:25][Cl:26].[OH2:23].[OH:12][c:13]1[cH:14][cH:15][cH:16][c:17]2[cH:18][cH:19][cH:20][cH:21][c:22]12>>[CH3:5][O:6][C:7]([C:8](=[O:9])[c:16]1[cH:15][cH:14][c:13]([OH:12])[c:22]2[c:17]1[cH:18][cH:19][cH:20][cH:21]2)=[O:11]. Starting materials: [H][H] (hydrogen), ONC(=N)C1=CC=C(OC(C(=O)OC)C2=CC(=C(C=C2)OC(C)C)OCC)C=C1 (Methyl 2-(4-(N-hydroxycarbamimidoyl)phenoxy)-2-(3-ethoxy-4-isopropoxyphenyl)acetate), C(C)(=O)OC(C)=O (acetic anhydride). The reagents and catalysts are [Pd] (Pd/C). The solvent is C(C)(=O)O (acetic acid). Product: C(C)(=O)O.C(N)(=N)C1=CC=C(OC(C(=O)OC)C2=CC(=C(C=C2)OC(C)C)OCC)C=C1 (Methyl 2-(4-carbamimidoylphenoxy)-2-(3-ethoxy-4-isopropoxyphenyl)acetate Acetic Acid Salt). The yield is 181.7%. Reaction SMILES: O[NH:2][C:3]([C:5]1[CH:29]=[CH:28][C:8]([O:9][CH:10]([C:15]2[CH:20]=[CH:19][C:18]([O:21][CH:22]([CH3:24])[CH3:23])=[C:17]([O:25][CH2:26][CH3:27])[CH:16]=2)[C:11]([O:13][CH3:14])=[O:12])=[CH:7][CH:6]=1)=[NH:4].C(OC(=O)C)(=O)C.[H][H]>C(O)(=O)C.[Pd]>[C:11]([OH:13])(=[O:12])[CH3:10].[C:3]([C:5]1[CH:6]=[CH:7][C:8]([O:9][CH:10]([C:15]2[CH:20]=[CH:19][C:18]([O:21][CH:22]([CH3:23])[CH3:24])=[C:17]([O:25][CH2:26][CH3:27])[CH:16]=2)[C:11]([O:13][CH3:14])=[O:12])=[CH:28][CH:29]=1)(=[NH:2])[NH2:4] |f:5.6|. Procedure: To 9B (575 mg, 1.43 mmol) in acetic acid (14 mL) was added acetic anhydride (0.155 mL, 1.64 mmol) and 10% Pd/C (90 mg). The mixture was hydrogenated with a hydrogen balloon at rt for 3.0 h. After removal of solvent, 9C (580 mg, 100% yield) was obtained as a white solid. 1H NMR (400 MHz, CDCl3) δ ppm 1.24 (d, J=6.16 Hz, 6H) 1.30 (t, J=7.03 Hz, 3H) 1.69 (s, 3H) 3.66 (s, 3H) 4.00 (q, J=7.03 Hz, 2H) 4.46-4.50 (m, 1H) 6.09 (s, 1H) 6.90 (d, J=8.35 Hz, 1H) 6.97-7.14 (m, 4H) 7.72 (d, J=9.23 Hz, 2H). LC-... The reactants are O=C([O-])[O-], CC1CN(C(=O)OC(C)(C)C)CCN1, FC(F)(F)c1ccc(Cl)nc1, [K+], [K+], CN(C)C=O. Yields the product CC1CN(C(=O)OC(C)(C)C)CCN1c1ccc(C(F)(F)F)cn1. As a reaction SMILES: [C:26](=[O:27])([O-:28])[O-:29].[CH3:1][CH:2]1[CH2:3][N:4]([C:8](=[O:9])[O:10][C:11]([CH3:12])([CH3:13])[CH3:14])[CH2:5][CH2:6][NH:7]1.[Cl:15][c:16]1[n:17][cH:18][c:19]([C:22]([F:23])([F:24])[F:25])[cH:20][cH:21]1.[K+:30].[K+:31].[O:32]=[CH:33][N:34]([CH3:35])[CH3:36]>>[CH3:1][CH:2]1[CH2:3][N:4]([C:8](=[O:9])[O:10][C:11]([CH3:12])([CH3:13])[CH3:14])[CH2:5][CH2:6][N:7]1[c:16]1[n:17][cH:18][c:19]([C:22]([F:23])([F:24])[F:25])[cH:20][cH:21]1.